Dataset: the Open Reaction Database (ORD), a public repository of structured organic reaction records. Task: describe an organic reaction: reactants, conditions, products, and yield Starting materials: NC=1C=CC(=C(C(=O)NC=2C=NC=NC2)C1)C (5-amino-2-methyl-N-(pyrimidin-5-yl)benzamide), N(=C=O)C1=CC(=CC=C1)C(F)(F)F (1-isocyanato-3-(trifluoromethyl)benzene). Run in C1=CC=CC=C1 (benzene). Conditions: temperature 75 celsius. Yields the product CC1=C(C=C(C=C1)NC(=O)NC1=CC(=CC=C1)C(F)(F)F)C(NC=1C=NC=NC1)=O (1-(4-methyl-3-(pyrimidin-5-ylcarbamoyl)phenyl)-3-(3-(trifluoromethyl)phenyl)urea). RXN SMILES: [NH2:1][C:2]1[CH:3]=[CH:4][C:5]([CH3:17])=[C:6]([CH:16]=1)[C:7]([NH:9][C:10]1[CH:11]=[N:12][CH:13]=[N:14][CH:15]=1)=[O:8].[N:18]([C:21]1[CH:26]=[CH:25][CH:24]=[C:23]([C:27]([F:30])([F:29])[F:28])[CH:22]=1)=[C:19]=[O:20]>C1C=CC=CC=1>[CH3:17][C:5]1[CH:4]=[CH:3][C:2]([NH:1][C:19]([NH:18][C:21]2[CH:26]=[CH:25][CH:24]=[C:23]([C:27]([F:28])([F:29])[F:30])[CH:22]=2)=[O:20])=[CH:16][C:6]=1[C:7](=[O:8])[NH:9][C:10]1[CH:15]=[N:14][CH:13]=[N:12][CH:11]=1. Reported procedure: To a suspension of 5-amino-2-methyl-N-(pyrimidin-5-yl)benzamide 26 (0.068 g, 0.30 mmol) in benzene (5 mL) was added 1-isocyanato-3-(trifluoromethyl)benzene (0.046 mL, 0.33 mmol). The reaction was heated at 75° C. for 2 hours, producing a solid precipitate. The mixture was concentrated and chromatographed on silica gel with 94/6 CH2Cl2/MeOH to afford 1-(4-methyl-3-(pyrimidin-5-ylcarbamoyl)phenyl)-3-(3-(trifluoromethyl)phenyl)urea 27 as a white solid. MS m/z: found 416 [MH+], calc. for C20H16F3N5O... Procedure: 15.3 gm (0.1 mol) of 1,4-diamino-2-nitrobenzene were heated in 50 ml of chlorobenzene together with 20 gm of acetoacetic acid ethyl ester, with the simultaneous distillation of ethanol, formed in the reaction. From the cold reaction mixture the precipitate was suctioned off, washed with dilute methanol and recrystallized from dilute acetic acid. The product had a melting point of 146°-147°C. Reactants: NC1=C(C=C(C=C1)N)[N+](=O)[O-] (1,4-diamino-2-nitrobenzene), C(C)OC(CC(=O)C)=O (acetoacetic acid ethyl ester), C(C)O (ethanol). As a reaction SMILES: [NH2:1][C:2]1[CH:7]=[CH:6][C:5]([NH2:8])=[CH:4][C:3]=1[N+:9]([O-:11])=[O:10].C([O:14][C:15](=O)[CH2:16][C:17]([CH3:19])=[O:18])C.C(O)C>ClC1C=CC=CC=1>[NH2:1][C:2]1[CH:7]=[CH:6][C:5]([NH:8][C:15](=[O:14])[CH2:16][C:17]([CH3:19])=[O:18])=[CH:4][C:3]=1[N+:9]([O-:11])=[O:10]. The product is NC1=C(C=C(C=C1)NC(CC(=O)C)=O)[N+](=O)[O-] (1-Amino-2-nitro-4-acetoacetylamino-benzene). Solvent: ClC1=CC=CC=C1 (chlorobenzene). Reactants: CO (methanol), O.[OH-].[Li+] (lithium hydroxide monohydrate), COC(=O)C=1C=C2C=C(C=NC2=CC1)Br (3-bromo-quinoline-6-carboxylic acid methyl ester), Example 162, O1CCCC1 (tetrahydrofuran). The solvent is O (water). Run at time 8 hour. Product: [Li+].BrC=1C=NC2=CC=C(C=C2C1)C(=O)[O-] (3-Bromo-quinoline-6-carboxylic acid lithium salt). Reaction SMILES: C[O:2][C:3]([C:5]1[CH:6]=[C:7]2[C:12](=[CH:13][CH:14]=1)[N:11]=[CH:10][C:9]([Br:15])=[CH:8]2)=[O:4].O1CCCC1.CO.O.[OH-].[Li+:25]>O>[Li+:25].[Br:15][C:9]1[CH:10]=[N:11][C:12]2[C:7]([CH:8]=1)=[CH:6][C:5]([C:3]([O-:4])=[O:2])=[CH:14][CH:13]=2 |f:3.4.5,7.8|. Reported procedure: To a mixture of 3-bromo-quinoline-6-carboxylic acid methyl ester described in Preparation Example 162 (26 mg, 0.098 mmol) and tetrahydrofuran (2 mL) were added methanol (0.2 mL), lithium hydroxide monohydrate (4.1 mg, 0.098 mmol) and water (0.2 mL), and the solution was stirred overnight at room temperature. The solvent was evaporated in vacuo, and the title compound (27 mg) was obtained. The reactants are CC(C)(C)OC(=O)N1CCN(C(=O)c2ccc(-c3cccc[n+]3[O-])cc2)CC1, CCO, CC(C)=O, ClCCl, Cl. Product: O=C(c1ccc(-c2cccc[n+]2[O-])cc1)N1CCNCC1. RXN SMILES: [C:9]([O:10][C:11](=[O:12])[N:16]1[CH2:17][CH2:18][N:19]([C:22](=[O:23])[c:24]2[cH:25][cH:26][c:27](-[c:30]3[n+:31]([O-:36])[cH:32][cH:33][cH:34][cH:35]3)[cH:28][cH:29]2)[CH2:20][CH2:21]1)([CH3:13])([CH3:14])[CH3:15].[CH2:2]([OH:3])[CH3:4].[CH3:5][C:6](=[O:7])[CH3:8].[Cl:37][CH2:38][Cl:39].[ClH:1]>>[NH:16]1[CH2:17][CH2:18][N:19]([C:22](=[O:23])[c:24]2[cH:25][cH:26][c:27](-[c:30]3[n+:31]([O-:36])[cH:32][cH:33][cH:34][cH:35]3)[cH:28][cH:29]2)[CH2:20][CH2:21]1. The reactants are N1=C(C=CC=C1)C1=CC=C(C=O)C=C1 (4-(2-pyridinyl)-benzaldehyde), N1(N=CC=C1)C1=CC=C(C=O)C=C1 (4-(1H-pyrazol-1-yl)-benzaldehyde). Product: N1=C(C=CC=C1)C1=CC=C(C=C1)/C=C/C=O ((2E)-3-[4-(2-Pyridinyl)phenyl]-2-propenal). As a reaction SMILES: [N:1]1[CH:6]=[CH:5][CH:4]=[CH:3][C:2]=1[C:7]1[CH:14]=[CH:13][C:10]([CH:11]=O)=[CH:9][CH:8]=1.N1(C2C=C[C:23]([CH:24]=[O:25])=CC=2)C=CC=N1>>[N:1]1[CH:6]=[CH:5][CH:4]=[CH:3][C:2]=1[C:7]1[CH:14]=[CH:13][C:10](/[CH:11]=[CH:23]/[CH:24]=[O:25])=[CH:9][CH:8]=1. Reported procedure: The title compound was prepared by a procedure analogous to Reference Example 30 by substituting 4-(2-pyridinyl)-benzaldehyde for the 4-(1H-pyrazol-1-yl)-benzaldehyde of Reference Example 30. MS 210 (M+H)+. Reactants: C#CCC1CCC(C(=O)O)CC1, CO, CC(=O)O, ClCCl, C[Si](C)(C)C=[N+]=[N-]. Product: C#CCC1CCC(C(=O)OC)CC1. As a reaction SMILES: [CH2:1]([C:2]#[CH:3])[CH:4]1[CH2:5][CH2:6][CH:7]([C:10](=[O:11])[OH:12])[CH2:8][CH2:9]1.[CH3:16][OH:17].[CH3:25][C:26](=[O:27])[OH:28].[Cl:13][CH2:14][Cl:15].[Si:18]([CH:19]=[N+:20]=[N-:21])([CH3:22])([CH3:23])[CH3:24]>>[CH2:1]([C:2]#[CH:3])[CH:4]1[CH2:5][CH2:6][CH:7]([C:10](=[O:11])[O:12][CH3:14])[CH2:8][CH2:9]1. The reactants are [H-].[Na+] (sodium hydride), ClC(=O)OC (Methyl chloroformate), C([O-])(O)=O.[Na+] (sodium bicarbonate), FC1=CC(=C(C=C1)S(=O)(=O)NC1=CC=C2C3C(COC2=C1C(=O)OC)C3)[N+](=O)[O-] (methyl (1aRS,7bSR)-5-(4-fluoro-2-nitrobenzenesulfonylamino)-1,1a,2,7b-tetrahydro-cyclopropa[c]chromene-4-carboxylate), FC1=CC(=C(C=C1)S(=O)(=O)NC1=CC=C2C3C(COC2=C1C(=O)OC)C3)[N+](=O)[O-] (methyl (1aRS,7bSR)-5-(4-fluoro-2-nitrobenzenesulfonylamino)-1,1a,2,7b-tetrahydro-cyclopropa[c]chromene-4-carboxylate). Run in C1CCOC1 (THF), C1CCOC1 (THF). Conditions: time 30 minute. Product: COC(=O)N(S(=O)(=O)C1=C(C=C(C=C1)F)[N+](=O)[O-])C1=CC=C2C3C(COC2=C1C(=O)OC)C3 (methyl (1aRS,7bSR)-5-[N-(methoxycarbonyl)-N-(4-fluoro-2-nitrobenzenesulfonyl)amino]-1,1a,2,7b-tetrahydrocyclopropa-[c]chromene-4-carboxylate). Isolated yield 70.3%. Reaction SMILES: [F:1][C:2]1[CH:7]=[CH:6][C:5]([S:8]([NH:11][C:12]2[C:21]([C:22]([O:24][CH3:25])=[O:23])=[C:20]3[C:15]([CH:16]4[CH2:26][CH:17]4[CH2:18][O:19]3)=[CH:14][CH:13]=2)(=[O:10])=[O:9])=[C:4]([N+:27]([O-:29])=[O:28])[CH:3]=1.[H-].[Na+].Cl[C:33]([O:35][CH3:36])=[O:34].C(=O)(O)[O-].[Na+]>C1COCC1>[CH3:36][O:35][C:33]([N:11]([C:12]1[C:21]([C:22]([O:24][CH3:25])=[O:23])=[C:20]2[C:15]([CH:16]3[CH2:26][CH:17]3[CH2:18][O:19]2)=[CH:14][CH:13]=1)[S:8]([C:5]1[CH:6]=[CH:7][C:2]([F:1])=[CH:3][C:4]=1[N+:27]([O-:29])=[O:28])(=[O:10])=[O:9])=[O:34] |f:1.2,4.5|. Procedure: A solution of methyl (1aRS,7bSR)-5-(4-fluoro-2-nitrobenzenesulfonylamino)-1,1a,2,7b-tetrahydro-cyclopropa[c]chromene-4-carboxylate (Intermediate 112, 0.25 g) in THF (10 mL) was added dropwise with stirring to a cooled suspension of sodium hydride (0.1 g) in THF (5 mL) at 0° C. On completion of the addition, the mixture was stirred at room temperature for 30 minutes. Methyl chloroformate (0.3 g) was added dropwise and the mixture was stirred at room temperature for 1.5 hours. Saturated aqueous so... Reaction SMILES: [Br:23][CH2:24][CH2:25][F:26].[C:29](=[O:30])([O-:31])[O-:32].[CH3:1][C:2]1([CH3:22])[CH2:3][CH:4]([c:10]2[c:11]([N:16]3[CH2:17][CH2:18][NH:19][CH2:20][CH2:21]3)[cH:12][cH:13][cH:14][cH:15]2)[CH2:5][C:6]([CH3:8])([CH3:9])[CH2:7]1.[CH3:40][CH2:41][O:42][CH2:43][CH3:44].[CH3:45][N:46]([CH3:47])[CH:48]=[O:49].[I-:28].[K+:33].[K+:34].[Na+:27].[Na+:35].[OH:36][C:37](=[O:38])[O-:39]>>[CH3:1][C:2]1([CH3:22])[CH2:3][CH:4]([c:10]2[c:11]([N:16]3[CH2:17][CH2:18][N:19]([CH2:24][CH2:25][F:26])[CH2:20][CH2:21]3)[cH:12][cH:13][cH:14][cH:15]2)[CH2:5][C:6]([CH3:8])([CH3:9])[CH2:7]1. Product: CC1(C)CC(c2ccccc2N2CCN(CCF)CC2)CC(C)(C)C1. Starting materials: FCCBr, O=C([O-])[O-], CC1(C)CC(c2ccccc2N2CCNCC2)CC(C)(C)C1, CCOCC, CN(C)C=O, [I-], [K+], [K+], [Na+], [Na+], O=C([O-])O.